From a dataset of the Open Reaction Database (ORD), a public repository of structured organic reaction records. describe an organic reaction: reactants, conditions, products, and yield Reactants: C12CC(CC(CCC1)C2)=NO (bicyclo[3.3.1]nonan-3-one oxime), Na, [Na] (sodium), oxime. Solvent: CC(C)O (2-propanol), CC(C)O (2-propanol), C1(=CC=CC=C1)C (toluene). Run at temperature 25 celsius. The product is C12CC(CC(CCC1)C2)N (bicyclo[3.3.1]non-3-ylamine). Reaction SMILES: [Na].[CH:2]12[CH2:10][CH:6]([CH2:7][CH2:8][CH2:9]1)[CH2:5][C:4](=[N:11]O)[CH2:3]2>C1(C)C=CC=CC=1.CC(O)C>[CH:2]12[CH2:10][CH:6]([CH2:7][CH2:8][CH2:9]1)[CH2:5][CH:4]([NH2:11])[CH2:3]2 |^1:0|. Reported procedure: Under a nitrogen atmosphere, to a refluxing suspension of sodium (2.401 g, 104 mmol) in toluene (20 mL) at a temperature of about 115° C. was added dropwise over 30 min bicyclo[3.3.1]nonan-3-one oxime (QS, 1.60 g, 10.44 mmol) in 2-propanol (8 mL). The mixture was stirred at reflux for 2 hr. After addition of the oxime solution is completed, 2-propanol (3 mL) was added dropwise. The reaction mixture was heated to reflux until all of the Na was consumed followed by cooling to a temperature of abou... Starting materials: C([O-])([O-])=O.[Li+].[Li+] (lithium carbonate), C(C)[C@]1([C@@H](NCC1)C(C)C)O ((2S,3S)-3-ethyl-2-isopropylpyrrolidin-3-ol), FC1=CC(=C(C#N)C=C1)C(F)(F)F (4-fluoro-2-(trifluoromethyl)benzonitrile). The product is C(C)[C@]1([C@@H](N(CC1)C1=CC(=C(C#N)C=C1)C(F)(F)F)C(C)C)O (4-[(2S,3S)-3-ethyl-3-hydroxy-2-isopropylpyrrolidin-1-yl]-2-(trifluoromethyl)benzonitrile), oil. Yield: 55.0%. RXN SMILES: [CH2:1]([C@:3]1([OH:11])[CH2:7][CH2:6][NH:5][C@H:4]1[CH:8]([CH3:10])[CH3:9])[CH3:2].F[C:13]1[CH:20]=[CH:19][C:16]([C:17]#[N:18])=[C:15]([C:21]([F:24])([F:23])[F:22])[CH:14]=1.C(=O)([O-])[O-].[Li+].[Li+]>>[CH2:1]([C@:3]1([OH:11])[CH2:7][CH2:6][N:5]([C:13]2[CH:20]=[CH:19][C:16]([C:17]#[N:18])=[C:15]([C:21]([F:22])([F:24])[F:23])[CH:14]=2)[C@H:4]1[CH:8]([CH3:10])[CH3:9])[CH3:2] |f:2.3.4|. Reported procedure: By an operation in the same manner as in Example 1 and using (2S,3S)-3-ethyl-2-isopropylpyrrolidin-3-ol 0.5 oxalate (203 mg), 4-fluoro-2-(trifluoromethyl)benzonitrile (189 mg) and lithium carbonate (163 mg), the title compound was obtained as colorless oil (yield: 180 mg, yield: 55%).